This data is from the Open Reaction Database (ORD), a public repository of structured organic reaction records. The task is: describe an organic reaction: reactants, conditions, products, and yield The reactants are [OH-].[Na+] (sodium hydroxide), S(O)(O)(=O)=O (sulfuric acid), C=O (formaldehyde), CN1OC(=CC1)C (2,5-dimethylisooxazole). The solvent is O (water). Conditions: temperature 70 celsius. The product is OCC=1CN(OC1C)C (4-hydroxymethyl-2,5-dimethylisooxazole). Yield: 19.5%. Reaction SMILES: [CH3:1][N:2]1[CH2:6][CH:5]=[C:4]([CH3:7])[O:3]1.S(=O)(=O)(O)O.[CH2:13]=[O:14].[OH-].[Na+]>O>[OH:14][CH2:13][C:5]1[CH2:6][N:2]([CH3:1])[O:3][C:4]=1[CH3:7] |f:3.4|. Procedure details: 2,5-dimethylisooxazole (10.0 g) was dissolved in water (100 ml). To the solution were added concentrated sulfuric acid (35.3 g) and 40% aqueous formaldehyde solution (46.4 g) at 0° C., and the mixture was heated at 70° C. overnight. The mixture was neutralized with 1N sodium hydroxide solution at 0° C. and extracted with chloroform three times. The extract was dried with magnesium sulfate, the solvent was evaporated under reduced pressure, and the resulting residue was distilled under reduced pr... The reactants are O[C@@H](C(C)C)[C@@H]1[C@@H](CC[C@H](C1)N(C)C(C)C)NC(CNC(C1=CC(=CC=C1)C(F)(F)F)=O)=O (N-(2-((1R,2S,4R)-2-((S)-1-hydroxy-2-methylpropyl)-4-(isopropyl(methyl)amino)cyclohexylamino)-2-oxoethyl)-3-(trifluoromethyl)benzamide), C1=CC=[NH+]C=C1.C1=CC=[NH+]C=C1.[O-][Cr](=O)(=O)O[Cr](=O)(=O)[O-] (PDC), 4A. The solvent is C(Cl)Cl (CH2Cl2). Run at time 16 hour. The product is C(C(C)C)(=O)[C@@H]1[C@@H](CC[C@H](C1)N(C)C(C)C)NC(CNC(C1=CC(=CC=C1)C(F)(F)F)=O)=O (N-(2-((1R,2S,4R)-2-isobutyryl-4-(isopropyl(methyl)amino)cyclohexylamino)-2-oxoethyl)-3-(trifluoromethyl)benzamide). As a reaction SMILES: [OH:1][C@H:2]([C@H:6]1[CH2:11][C@H:10]([N:12]([CH:14]([CH3:16])[CH3:15])[CH3:13])[CH2:9][CH2:8][C@H:7]1[NH:17][C:18](=[O:33])[CH2:19][NH:20][C:21](=[O:32])[C:22]1[CH:27]=[CH:26][CH:25]=[C:24]([C:28]([F:31])([F:30])[F:29])[CH:23]=1)[CH:3]([CH3:5])[CH3:4].C1C=C[NH+]=CC=1.C1C=C[NH+]=CC=1.[O-][Cr](O[Cr]([O-])(=O)=O)(=O)=O>C(Cl)Cl>[C:2]([C@H:6]1[CH2:11][C@H:10]([N:12]([CH:14]([CH3:16])[CH3:15])[CH3:13])[CH2:9][CH2:8][C@H:7]1[NH:17][C:18](=[O:33])[CH2:19][NH:20][C:21](=[O:32])[C:22]1[CH:27]=[CH:26][CH:25]=[C:24]([C:28]([F:31])([F:30])[F:29])[CH:23]=1)(=[O:1])[CH:3]([CH3:4])[CH3:5] |f:1.2.3|. Procedure: To a solution of N-(2-((1R,2S,4R)-2-((S)-1-hydroxy-2-methylpropyl)-4-(isopropyl(methyl)amino)cyclohexylamino)-2-oxoethyl)-3-(trifluoromethyl)benzamide (250 mg, 0.53 mmol; See Example 81, Step 6) in CH2Cl2 (15 mL) was added PDC (599 mg, 1.5 mmol), and 4A molecular sieves (excess). The reaction was stirred for 16 h at RT and then filtered, and concentrated in vacuo. The residue was purified by HPLC to N-(2-((1R,2S,4R)-2-isobutyryl-4-(isopropyl(methyl)amino)cyclohexylamino)-2-oxoethyl)-3-(trifluoro... Starting materials: Cl.Cl.Cl.NCCCNCCCCNC(C(O)NC(CCCCCNC(=N)N)=O)=O (N-[4-(3-aminopropyl)aminobutyl]-2-(6-guanidinohexanamido)-2-hydroxyethanamide trihydrochloride), Cl.N(C(=N)N)CCCCCC(=O)N (6-guanidinohexanamide hydrochloride), Cl.Cl.NCCCNCCCCNC(C(O)O)=O (N-[4-(3-aminopropyl)aminobutyl]-2,2-dihydroxyethanamide dihydrochloride), C(CCCC(=O)O)(=O)O (glutaric acid). Solvent: O (water), O (water). Conditions: temperature 60 celsius. The product is NCCCNCCCCNC(C(O)NC(CCCCCNC(=N)N)=O)=O (N-[4-(3-aminopropyl)aminobutyl]-2-(6-guanidinohexanamido)-2-hydroxyethanamide). Yield: 44.0%. RXN SMILES: Cl.N(CCCCCC(N)=O)C(N)=N.Cl.Cl.NCCCNCCCCNC(=O)C(O)O.C(O)(=O)CCCC(O)=O.Cl.Cl.Cl.[NH2:43][CH2:44][CH2:45][CH2:46][NH:47][CH2:48][CH2:49][CH2:50][CH2:51][NH:52][C:53](=[O:68])[CH:54]([NH:56][C:57](=[O:67])[CH2:58][CH2:59][CH2:60][CH2:61][CH2:62][NH:63][C:64]([NH2:66])=[NH:65])[OH:55]>O>[NH2:43][CH2:44][CH2:45][CH2:46][NH:47][CH2:48][CH2:49][CH2:50][CH2:51][NH:52][C:53](=[O:68])[CH:54]([NH:56][C:57](=[O:67])[CH2:58][CH2:59][CH2:60][CH2:61][CH2:62][NH:63][C:64]([NH2:66])=[NH:65])[OH:55] |f:0.1,2.3.4,6.7.8.9|. Reported procedure: A mixture of 446 mg (2.14 mmoles) of 6-guanidinohexanamide hydrochloride, 750 mg (2.57 mmoles) of N-[4-(3-aminopropyl)aminobutyl]-2,2-dihydroxyethanamide dihydrochloride, 283 mg (2.14 mmoles) of glutaric acid and 0.45 ml of water was heated at 60° C. for 24 hours. After completion of the reaction, 5 ml of water was added to the reaction mixture and the resulting mixture was purified in a manner similar to that in Example 1, using CM-Sephadex® C-25 (Na-type) and Sephadex® LH-20 to obtain 459 mg (... The reactants are O[C@@H]([C@@H](OC1=CC=C(C=C1)B(O)O)C)CCC=1C=NC=CC1 ((1S,2R)-4-(2-Hydroxy-1-methyl-4-pyridin-3-ylbutoxy)benzeneboronic acid), BrC1=C(C=C(C(=O)NCCN2CCCC2)C=C1)C (4-bromo-3-methyl-N-(2-pyrrolidin-1-yl-ethyl)benzamide), C([O-])([O-])=O.[Na+].[Na+] (sodium carbonate). The reagents and catalysts are C=1C=CC(=CC1)[P](C=2C=CC=CC2)(C=3C=CC=CC3)[Pd]([P](C=4C=CC=CC4)(C=5C=CC=CC5)C=6C=CC=CC6)([P](C=7C=CC=CC7)(C=8C=CC=CC8)C=9C=CC=CC9)[P](C=1C=CC=CC1)(C=1C=CC=CC1)C=1C=CC=CC1 (tetrakis(triphenylphosphine)palladium(0)). Solvent: C(C)O (ethanol). Yields the product N1(CCCC1)CCNC(=O)C1=CC(=C(C=C1)C1=CC=C(C=C1)O[C@H]([C@@H](CCC=1C=NC=CC1)O)C)C ((1S,2R)-4′-(2-Hydroxy-1-methyl-4-pyridin-3-yl-butoxy)-2-methyl-biphenyl-4-carboxylic acid (2-pyrrolidin-1-yl-ethyl)-amide). As a reaction SMILES: [OH:1][C@H:2]([CH2:15][CH2:16][C:17]1[CH:18]=[N:19][CH:20]=[CH:21][CH:22]=1)[C@H:3]([CH3:14])[O:4][C:5]1[CH:10]=[CH:9][C:8](B(O)O)=[CH:7][CH:6]=1.Br[C:24]1[CH:39]=[CH:38][C:27]([C:28]([NH:30][CH2:31][CH2:32][N:33]2[CH2:37][CH2:36][CH2:35][CH2:34]2)=[O:29])=[CH:26][C:25]=1[CH3:40].C(=O)([O-])[O-].[Na+].[Na+]>C(O)C.C1C=CC([P]([Pd]([P](C2C=CC=CC=2)(C2C=CC=CC=2)C2C=CC=CC=2)([P](C2C=CC=CC=2)(C2C=CC=CC=2)C2C=CC=CC=2)[P](C2C=CC=CC=2)(C2C=CC=CC=2)C2C=CC=CC=2)(C2C=CC=CC=2)C2C=CC=CC=2)=CC=1>[N:33]1([CH2:32][CH2:31][NH:30][C:28]([C:27]2[CH:38]=[CH:39][C:24]([C:8]3[CH:9]=[CH:10][C:5]([O:4][C@@H:3]([CH3:14])[C@H:2]([OH:1])[CH2:15][CH2:16][C:17]4[CH:18]=[N:19][CH:20]=[CH:21][CH:22]=4)=[CH:6][CH:7]=3)=[C:25]([CH3:40])[CH:26]=2)=[O:29])[CH2:37][CH2:36][CH2:35][CH2:34]1 |f:2.3.4,^1:53,55,74,93|. Procedure details: Prepared according to the method described in Example 12b) from (1S,2R)-4-(2-hydroxy-1-methyl-4-pyridin-3-ylbutoxy)benzeneboronic acid (0.15 g, Example 33), 4-bromo-3-methyl-N-(2-pyrrolidin-1-yl-ethyl)benzamide (0.31 g, Example 63a)), 2M aqueous sodium carbonate (0.57 ml) and tetrakis(triphenylphosphine)palladium(0) (0.012 g) in ethanol(5 ml) with heating at reflux for 4 hours. After work up, the residue was purified by normal-phase HPLC eluting with a gradient of 0-10% ethanol in dichloromethan... Starting materials: C(CC1=CC=CC=C1)N (phenethylamine), FC(C1=CC=C(C=C1)C1=CNC2=CC=NC(=C2C1=O)NC1=CC=CC=C1)(F)F (3-(4-Trifluoromethylphenyl)-1,4-dihydro-4-oxo-5-phenylamino-1,6-naphthyridine), ClC1=CC=C(C=C1)CC(=O)OCC (ethyl (4-chlorophenyl)acetate), FC(C1=CC=C(C=C1)CC(=O)OCC)(F)F (ethyl (4-trifluoromethyl-phenyl)acetate), NC1=CC=CC=C1 (aniline). Yields the product C1(=CC=C(C=C1)C1=CNC2=CC=NC(=C2C1=O)NCCC1=CC=CC=C1)C (3-(p-Tolyl)-1,4-dihydro-4-oxo-5-phenethylamino-1,6-naphthyridine). As a reaction SMILES: F[C:2](F)(F)[C:3]1[CH:8]=[CH:7][C:6]([C:9]2[C:18](=[O:19])[C:17]3[C:12](=[CH:13][CH:14]=[N:15][C:16]=3[NH:20]C3C=CC=CC=3)[NH:11][CH:10]=2)=[CH:5][CH:4]=1.Cl[C:30]1[CH:35]=[CH:34][C:33]([CH2:36][C:37](OCC)=O)=[CH:32][CH:31]=1.FC(F)(F)C1C=CC(CC(OCC)=O)=CC=1.C(N)CC1C=CC=CC=1.NC1C=CC=CC=1>>[C:3]1([CH3:2])[CH:8]=[CH:7][C:6]([C:9]2[C:18](=[O:19])[C:17]3[C:12](=[CH:13][CH:14]=[N:15][C:16]=3[NH:20][CH2:37][CH2:36][C:33]3[CH:34]=[CH:35][CH:30]=[CH:31][CH:32]=3)[NH:11][CH:10]=2)=[CH:5][CH:4]=1. Procedure details: 3-(4-Trifluoromethylphenyl)-1,4-dihydro-4-oxo-5-phenylamino-1,6-naphthyridine The title compound was prepared as described in Example 1 above except that ethyl (4-chlorophenyl)acetate was replaced with ethyl (4-trifluoromethyl-phenyl)acetate and phenethylamine was replaced with aniline. MS 382 (M+1)+. Starting materials: CC(CO)CN1CCN(c2cc(C3CCC3)nc(C(C)(C)C)n2)CC1, CN(C)C=O, COC(C)(C)C, CCOC(C)=O, Clc1ncccn1, Cl, [H-], [Na+], C1COCCO1, O. Yields the product CC(COc1ncccn1)CN1CCN(c2cc(C3CCC3)nc(C(C)(C)C)n2)CC1, Cl. As a reaction SMILES: [C:1]([CH3:2])([CH3:3])([CH3:4])[c:5]1[n:6][c:7]([CH:22]2[CH2:23][CH2:24][CH2:25]2)[cH:8][c:9]([N:11]2[CH2:12][CH2:13][N:14]([CH2:17][CH:18]([CH2:19][OH:20])[CH3:21])[CH2:15][CH2:16]2)[n:10]1.[CH3:36][N:37]([CH3:38])[CH:39]=[O:40].[CH3:41][O:42][C:43]([CH3:44])([CH3:45])[CH3:46].[CH3:53][CH2:54][O:55][C:56](=[O:57])[CH3:58].[Cl:28][c:29]1[n:30][cH:31][cH:32][cH:33][n:34]1.[ClH:35].[H-:26].[Na+:27].[O:47]1[CH2:48][CH2:49][O:50][CH2:51][CH2:52]1.[OH2:59]>>[C:1]([CH3:2])([CH3:3])([CH3:4])[c:5]1[n:6][c:7]([CH:22]2[CH2:23][CH2:24][CH2:25]2)[cH:8][c:9]([N:11]2[CH2:12][CH2:13][N:14]([CH2:17][CH:18]([CH2:19][O:20][c:29]3[n:30][cH:31][cH:32][cH:33][n:34]3)[CH3:21])[CH2:15][CH2:16]2)[n:10]1.[ClH:28].